From a dataset of the Open Reaction Database (ORD), a public repository of structured organic reaction records. describe an organic reaction: reactants, conditions, products, and yield Reactants: C(=O)(O)[O-].[Na+] (NaHCO3), COC=1C=C(C=CC1OC)NN=C(C1=CC=CC=C1)C1=CC=CC=C1 (N-(3,4-Dimethoxyphenyl)-benzophenone hydrazone), CC(CCCC)=O (2-hexanone), CC=1C=CC(=CC1)S(=O)(=O)O.O (TsOH.H2O). Run in C1CCOC1 (THF), CCOCC (Et2O). Yields the product COC=1C=C2C(=C(NC2=CC1OC)C)CCC (5,6-Dimethoxy-2-methyl-3-propylindole). The yield is 81.2%. As a reaction SMILES: [CH3:1][O:2][C:3]1[CH:4]=[C:5]([NH:11]N=C(C2C=CC=CC=2)C2C=CC=CC=2)[CH:6]=[CH:7][C:8]=1[O:9][CH3:10].[CH3:26][C:27](=O)[CH2:28][CH2:29][CH2:30][CH3:31].CC1C=CC(S(O)(=O)=O)=CC=1.O.C([O-])(O)=O.[Na+]>C1COCC1.CCOCC>[CH3:10][O:9][C:8]1[CH:7]=[C:6]2[C:5](=[CH:4][C:3]=1[O:2][CH3:1])[NH:11][C:27]([CH3:26])=[C:28]2[CH2:29][CH2:30][CH3:31] |f:2.3,4.5|. Reported procedure: N-(3,4-Dimethoxyphenyl)-benzophenone hydrazone (1.0 equiv., 0.32 mmol, 105 mg), 2-hexanone (5 equiv., 1.58 mmol, 0.19 mL), and TsOH.H2O (10 equiv., 3.2 mmol, 609 mg) were dissolved in THF (10 mL) and heated to reflux for 67 hours. The reaction mixture was then cooled to room temperature, diluted with Et2O (5 mL), neutralized with a saturated NaHCO3 solution, and extracted with Et2O (3×10 mL). The organic extracts were then dried over K2CO3, filtered and concentrated under vacuum. Purification by... Reactants: N(C1=CC=CC=C1)C1=C(SC=2N(C(C=CC21)=O)C2=CSC=C2)C(=O)OCC (Ethyl 3-anilino-6-oxo-7-(3-thienyl)-6,7-dihydrothieno[2,3-b]pyridine-2-carboxylate), C(C)OCCO (2-ethoxyethanol), N (ammonia). Reaction conditions: temperature 80 celsius, time 24 hour. Yields the product N(C1=CC=CC=C1)C1=C(SC=2N(C(C=CC21)=O)C2=CSC=C2)C(=O)N (3-Anilino-6-oxo-7-(3-thienyl)-6,7-dihydrothieno[2,3-b]pyridine-2-carboxamide). Reaction SMILES: [NH:1]([C:8]1[C:16]2[CH:15]=[CH:14][C:13](=[O:17])[N:12]([C:18]3[CH:22]=[CH:21][S:20][CH:19]=3)[C:11]=2[S:10][C:9]=1[C:23]([O:25]CC)=O)[C:2]1[CH:7]=[CH:6][CH:5]=[CH:4][CH:3]=1.C(OCCO)C.[NH3:34]>>[NH:1]([C:8]1[C:16]2[CH:15]=[CH:14][C:13](=[O:17])[N:12]([C:18]3[CH:22]=[CH:21][S:20][CH:19]=3)[C:11]=2[S:10][C:9]=1[C:23]([NH2:34])=[O:25])[C:2]1[CH:3]=[CH:4][CH:5]=[CH:6][CH:7]=1. Reported procedure: A mixture of Example 64 (129 mg), 2-ethoxyethanol and liquid ammonia was placed in a sealed pressure vessel and heated at 80° C. and 400 p.s.i. for 24 h. The volatiles were removed in vacuo and the residue purified by column chromatography (silica, 50% to 100% EtOAc in hexane) to give the title compound (20 mg). δH (CDCl3) 8.75 (1H, br s), 7.36-7.34 (2H, m), 7.16-7.11 (2H, m), 7.03 (1H, d, J 9.7 Hz), 6.99-6.88 (4H, m), 6.17 (1H, d, J 9.7 Hz), 5.47 (2H, br s). LCMS (ES+) RT 2.927 minutes, 368 (M+...